Dataset: the Open Reaction Database (ORD), a public repository of structured organic reaction records. Task: describe an organic reaction: reactants, conditions, products, and yield Yields the product CS(=O)c1ccc(-c2coc3ccc(-c4nnc(N)o4)cc23)cc1. Starting materials: CSc1ccc(-c2coc3ccc(-c4nnc(N)o4)cc23)cc1, C1CCOC1, O. As a reaction SMILES: [CH3:1][S:2][c:3]1[cH:4][cH:5][c:6](-[c:9]2[cH:10][o:11][c:12]3[c:13]2[cH:14][c:15](-[c:18]2[n:19][n:20][c:21]([NH2:23])[o:22]2)[cH:16][cH:17]3)[cH:7][cH:8]1.[O:24]1[CH2:25][CH2:26][CH2:27][CH2:28]1.[OH2:29]>>[CH3:1][S:2]([c:3]1[cH:4][cH:5][c:6](-[c:9]2[cH:10][o:11][c:12]3[c:13]2[cH:14][c:15](-[c:18]2[n:19][n:20][c:21]([NH2:23])[o:22]2)[cH:16][cH:17]3)[cH:7][cH:8]1)=[O:24].